This data is from the Open Reaction Database (ORD), a public repository of structured organic reaction records. The task is: describe an organic reaction: reactants, conditions, products, and yield Starting materials: N=C=N (carbodiimide), N1(C=CC=C1)CC(=O)O ((1-pyrryl) acetic acid), C1(CCCCC1)N=C=NC1CCCCC1 (N, N'-dicyclohexylcarbodiimide), C([O-])(O)=O.[Na+] (sodium bicarbonate), C(C)(C)(C)OC(=O)C=1N2C(C(C2SCC1CSC=1SC(=NN1)C)N)=O (3-[[(5-methyl-1,3,4-thiadiazol-2-yl)thio]methyl]-7-amino-8-oxo-5-thia-1-azabicyclo[4.2.0]oct-2-ene-2-carboxylic acid tert-butyl ester), (1-Pyrryl)acetic. Run in O1CCOCC1 (dioxane), O (water). Reaction conditions: time 8 hour. Yields the product N1(C=CC=C1)CC(=O)NC1C2SCC(=C(N2C1=O)C(=O)OC(C)(C)C)CSC=1SC(=NN1)C (7-[[(1-Pyrryl)acetyl]amino]-3-[[(5-methyl-1,3,4-thiadiazol-2-yl)thio]methyl]-8-oxo-5-thia-1-azabicyclo[4.2.0]oct-2-ene-2-carboxylic acid, tert-butyl ester). Reaction SMILES: C(=O)(O)[O-].[Na+].[C:6]([O:10][C:11]([C:13]1[N:14]2[CH:17]([S:18][CH2:19][C:20]=1[CH2:21][S:22][C:23]1[S:24][C:25]([CH3:28])=[N:26][N:27]=1)[CH:16]([NH2:29])[C:15]2=[O:30])=[O:12])([CH3:9])([CH3:8])[CH3:7].C1(N=C=NC2CCCCC2)CCCCC1.[N:46]1([CH2:51][C:52](O)=[O:53])[CH:50]=[CH:49][CH:48]=[CH:47]1.N=C=N>O1CCOCC1.O>[N:46]1([CH2:51][C:52]([NH:29][CH:16]2[C:15](=[O:30])[N:14]3[CH:17]2[S:18][CH2:19][C:20]([CH2:21][S:22][C:23]2[S:24][C:25]([CH3:28])=[N:26][N:27]=2)=[C:13]3[C:11]([O:10][C:6]([CH3:9])([CH3:7])[CH3:8])=[O:12])=[O:53])[CH:50]=[CH:49][CH:48]=[CH:47]1 |f:0.1|. Reported procedure: (1-Pyrryl)acetic (0.03m) is added to water, the pH of which is adjusted to about 6.5 by the addition of sodium bicarbonate. This solution is cooled in an ice bath and to it is added 3-[[(5-methyl-1,3,4-thiadiazol-2-yl)thio]methyl]-7-amino-8-oxo-5-thia-1-azabicyclo[4.2.0]oct-2-ene-2-carboxylic acid tert-butyl ester (0.1 m) (7-ATDCA) followed by N, N'-dicyclohexylcarbodiimide (0.01m) in cold dioxane. The mole ratio of (1-pyrryl) acetic acid/7-ATDCA/carbodiimide is 3/1/1. After standing overnight a... RXN SMILES: [CH3:28][CH2:29][C:30]([OH:31])=[O:32].[ClH:1].[ClH:2].[ClH:3].[O:4]1[CH2:5][CH2:6][c:7]2[c:8]([N:13]3[CH2:14][CH2:15][N:16]([CH2:19][CH2:20][CH:21]4[CH2:22][CH2:23][CH:24]([NH2:27])[CH2:25][CH2:26]4)[CH2:17][CH2:18]3)[n:9][cH:10][cH:11][c:12]21>>[O:4]1[CH2:5][CH2:6][c:7]2[c:8]([N:13]3[CH2:14][CH2:15][N:16]([CH2:19][CH2:20][CH:21]4[CH2:22][CH2:23][CH:24]([NH:27][C:30]([CH2:29][CH3:28])=[O:31])[CH2:25][CH2:26]4)[CH2:17][CH2:18]3)[n:9][cH:10][cH:11][c:12]21. The reactants are CCC(=O)O, Cl, Cl, Cl, NC1CCC(CCN2CCN(c3nccc4c3CCO4)CC2)CC1. Product: CCC(=O)NC1CCC(CCN2CCN(c3nccc4c3CCO4)CC2)CC1.